Dataset: the Open Reaction Database (ORD), a public repository of structured organic reaction records. Task: describe an organic reaction: reactants, conditions, products, and yield Starting materials: CC(=O)C1(COC(OC1)C1=CC(=CC=C1)[N+](=O)[O-])C (5-methyl-2-(m-nitrophenyl)1,3-dioxan-5-yl methyl ketone), [BH4-].[Na+] (sodium borohydride). The solvent is CO (methanol), O (water). Yields the product CC(O)C1(COC(OC1)C1=CC(=CC=C1)[N+](=O)[O-])C (α,5-Dimethyl-2-(m-nitrophenyl)1,3-dioxan-5-methanol). As a reaction SMILES: [CH3:1][C:2]([C:4]1([CH3:19])[CH2:9][O:8][CH:7]([C:10]2[CH:15]=[CH:14][CH:13]=[C:12]([N+:16]([O-:18])=[O:17])[CH:11]=2)[O:6][CH2:5]1)=[O:3].[BH4-].[Na+]>CO.O>[CH3:1][CH:2]([C:4]1([CH3:19])[CH2:9][O:8][CH:7]([C:10]2[CH:15]=[CH:14][CH:13]=[C:12]([N+:16]([O-:18])=[O:17])[CH:11]=2)[O:6][CH2:5]1)[OH:3] |f:1.2|. Procedure: To a solution of 5-methyl-2-(m-nitrophenyl)1,3-dioxan-5-yl methyl ketone (9.0 g) in methanol (100 ml) was added a solution of sodium borohydride (4.5 g) in water (20 ml). The mixture was heated under reflux for 1 hour, methanol was removed in vacuo and the residue was extracted with ether (3 × 100 ml). The extracts were dried (Na2SO4) and concentrated and the residue was crystallised from diethyl ether as pale yellow crystals m.p. 97°, cis isomer. Starting materials: CC(=O)Nc1cccc2c1C(=O)c1ccccc1C2=O, [Na+], [OH-], O. The product is Nc1cccc2c1C(=O)c1ccccc1C2=O. RXN SMILES: [NH:1]([C:2]([CH3:3])=[O:4])[c:5]1[cH:6][cH:7][cH:8][c:9]2[c:18]1[C:17](=[O:19])[c:16]1[c:11]([cH:12][cH:13][cH:14][cH:15]1)[C:10]2=[O:20].[Na+:22].[OH-:21].[OH2:23]>>[NH2:1][c:5]1[cH:6][cH:7][cH:8][c:9]2[c:18]1[C:17](=[O:19])[c:16]1[c:11]([cH:12][cH:13][cH:14][cH:15]1)[C:10]2=[O:20].